From a dataset of the Open Reaction Database (ORD), a public repository of structured organic reaction records. describe an organic reaction: reactants, conditions, products, and yield Reaction SMILES: [Cl:1][C:2]1[CH:7]=[CH:6][C:5]([N:8]2[C:12](=[O:13])[C:11]3[CH2:14][CH2:15][CH2:16][CH2:17][C:10]=3[C:9]2=[O:18])=[CH:4][C:3]=1[CH:19]=[C:20]([C:22](Cl)=[O:23])[CH3:21].[CH2:25]([NH2:28])[CH2:26][CH3:27]>C(OCC)(=O)C>[CH2:25]([NH:28][C:12](=[O:13])[C:11]1[CH2:14][CH2:15][CH2:16][CH2:17][C:10]=1[C:9]([NH:8][C:5]1[CH:6]=[CH:7][C:2]([Cl:1])=[C:3]([CH:19]=[C:20]([C:22](=[O:23])[NH:8][CH2:5][CH2:4][CH3:3])[CH3:21])[CH:4]=1)=[O:18])[CH2:26][CH3:27]. The product is C(CC)NC(C1=C(C(=O)NC2=CC(=C(C=C2)Cl)C=C(C)C(NCCC)=O)CCCC1)=O (N-n-Propyl-N′-[4-chloro-3-(2-n-propylcarbamoylprop-1-en-1-yl)-phenyl]-3,4,5,6-tetrahydrophthalamide). Procedure: A solution of 10.9 g of N-[4-chloro-3-(2-chlorocarbonylprop-1-en-1-yl)-phenyl]-3,4,5,6-tetrahydrophthalimide in 200 ml of ethyl acetate was added dropwise to a solution of 5.9 g of n-propylamine in about 150 ml of ethyl acetate while cooling with ice. The mixture was stirred for 3 hours at about 20° C., after which the solid formed was separated off, washed twice with 5% by weight aqueous hydrochloric acid and then once with petroleum ether and then dried under reduced pressure at 40° C. The cru... Solvent: C(C)(=O)OCC (ethyl acetate), C(C)(=O)OCC (ethyl acetate). Starting materials: ClC1=C(C=C(C=C1)N1C(C2=C(C1=O)CCCC2)=O)C=C(C)C(=O)Cl (N-[4-chloro-3-(2-chlorocarbonylprop-1-en-1-yl)-phenyl]-3,4,5,6-tetrahydrophthalimide), C(CC)N (n-propylamine). Conditions: temperature 20 celsius, time 3 hour. Starting materials: ClC(Cl)Cl, O=P(Cl)(Cl)Cl, O=S(=O)(O)c1cccnc1. The product is O=S(=O)(Cl)c1cccnc1. As a reaction SMILES: [CH:16]([Cl:17])([Cl:18])[Cl:19].[P:11]([Cl:12])([Cl:13])([Cl:14])=[O:15].[n:1]1[cH:2][c:3]([S:7](=[O:8])(=[O:9])[OH:10])[cH:4][cH:5][cH:6]1>>[n:1]1[cH:2][c:3]([S:7](=[O:8])(=[O:10])[Cl:13])[cH:4][cH:5][cH:6]1. Reactants: 120 II, O1C(CCCC1)N1N=CC2=C(C=CC=C12)OCC(CNCCNC1=C(C=CC=C1)Cl)O (1-[1-(Tetrahydropyran-2-yl)-indazol-4-yloxy]-3-[2-(2-chlorophenylamino)-ethylamino]-propan-2-ol). Run in C(C)O (ethanol). Run at temperature 25 celsius, time 24 hour. The product is N1N=CC2=C(C=CC=C12)OCC(CNCCNC1=C(C=CC=C1)Cl)O (1-(Indazol-4-yloxy)-3-[2-(2-chlorophenylamino)-ethylamino]-propan-2-ol). Reaction SMILES: O1CCCCC1[N:7]1[C:15]2[C:10](=[C:11]([O:16][CH2:17][CH:18]([OH:31])[CH2:19][NH:20][CH2:21][CH2:22][NH:23][C:24]3[CH:29]=[CH:28][CH:27]=[CH:26][C:25]=3[Cl:30])[CH:12]=[CH:13][CH:14]=2)[CH:9]=[N:8]1>C(O)C>[NH:7]1[C:15]2[C:10](=[C:11]([O:16][CH2:17][CH:18]([OH:31])[CH2:19][NH:20][CH2:21][CH2:22][NH:23][C:24]3[CH:29]=[CH:28][CH:27]=[CH:26][C:25]=3[Cl:30])[CH:12]=[CH:13][CH:14]=2)[CH:9]=[N:8]1. Reported procedure: 7.8 g. (175 mmol) 1-[1-(Tetrahydropyran-2-yl)-indazol-4-yloxy]-3-[2-(2-chlorophenylamino)-ethylamino]-propan-2-ol in 250 ml. ethanol are mixed with the ion exchanger "Amberlite" CG 120 II (H+ form) and then stirred for 24 hours at 25° C. The ion exchanger is separated off and thoroughly washed with 2% ammonia in methanol. The combined solutions are evaporated and the residue obtained is recrystallized from ethyl acetate. There are obtained 3.6 g. (57% of theory) of the desired compound; m.p. 129...